Dataset: the Open Reaction Database (ORD), a public repository of structured organic reaction records. Task: describe an organic reaction: reactants, conditions, products, and yield Reactants: CN1C(N(CC1)CCOC(C)=O)=O (1-methyl-3-(2-acetoxyethyl)-2-imidazolidinone), NC1=C(C=CC=C1)N1CCOCC1 (4-(2-aminophenyl)morpholine), P(=O)(Cl)(Cl)Cl (phosphorus oxychloride). The solvent is C1=CC=CC=C1 (benzene), C1=CC=CC=C1 (benzene). Yields the product CN1C(N(CC1)CCOC(C)=O)=NC1=C(C=CC=C1)N1CCOCC1 (4-{2-[1-methyl-3-(2-acetoxyethyl)-2-imidazolidinylideneamino]phenyl}morpholine). Reaction SMILES: [CH3:1][N:2]1[CH2:6][CH2:5][N:4]([CH2:7][CH2:8][O:9][C:10](=[O:12])[CH3:11])[C:3]1=O.[NH2:14][C:15]1[CH:20]=[CH:19][CH:18]=[CH:17][C:16]=1[N:21]1[CH2:26][CH2:25][O:24][CH2:23][CH2:22]1.P(Cl)(Cl)(Cl)=O>C1C=CC=CC=1>[CH3:1][N:2]1[CH2:6][CH2:5][N:4]([CH2:7][CH2:8][O:9][C:10](=[O:12])[CH3:11])[C:3]1=[N:14][C:15]1[CH:20]=[CH:19][CH:18]=[CH:17][C:16]=1[N:21]1[CH2:26][CH2:25][O:24][CH2:23][CH2:22]1. Reported procedure: Reaction of 1-methyl-3-(2-acetoxyethyl)-2-imidazolidinone (13.4 g) in benzene (80 ml) with 4-(2-aminophenyl)morpholine (10.6 g) in benzene (80 ml) in the presence of phosphorus oxychloride (7 ml) for 30 hours at 80°-85° C. gave 4-{2-[1-methyl-3-(2-acetoxyethyl)-2-imidazolidinylideneamino]phenyl}morpholine. Starting materials: [BH3-]C#N, CO, NCC(O)c1cccc(Oc2ccccc2)c1, [Na+], COC(=O)Cc1ccc(OCC(C)=O)cc1, c1ccccc1. The product is COC(=O)Cc1ccc(OCC(C)NCC(O)c2cccc(Oc3ccccc3)c2)cc1. RXN SMILES: [C:40]([BH3-:41])#[N:42].[CH3:44][OH:45].[NH2:1][CH2:2][CH:3]([OH:4])[c:5]1[cH:6][c:7]([O:11][c:12]2[cH:13][cH:14][cH:15][cH:16][cH:17]2)[cH:8][cH:9][cH:10]1.[Na+:43].[O:18]=[C:19]([CH2:20][O:21][c:22]1[cH:23][cH:24][c:25]([CH2:28][C:29](=[O:30])[O:31][CH3:32])[cH:26][cH:27]1)[CH3:33].[cH:34]1[cH:35][cH:36][cH:37][cH:38][cH:39]1>>[NH:1]([CH2:2][CH:3]([OH:4])[c:5]1[cH:6][c:7]([O:11][c:12]2[cH:13][cH:14][cH:15][cH:16][cH:17]2)[cH:8][cH:9][cH:10]1)[CH:19]([CH2:20][O:21][c:22]1[cH:23][cH:24][c:25]([CH2:28][C:29](=[O:30])[O:31][CH3:32])[cH:26][cH:27]1)[CH3:33]. Reactants: N#Cc1cccc(Br)c1, O=C([O-])[O-], CC(C)(C)OC(=O)N1CCN(Cc2cccc(B(O)O)c2)CC1, [K+], [K+], C1COCCO1, O, O. Yields the product CC(C)(C)OC(=O)N1CCN(Cc2cccc(-c3cccc(C#N)c3)c2)CC1. As a reaction SMILES: [Br:24][c:25]1[cH:26][c:27]([C:28]#[N:29])[cH:30][cH:31][cH:32]1.[C:33](=[O:34])([O-:35])[O-:36].[CH3:1][C:2]([CH3:3])([CH3:4])[O:5][C:6](=[O:7])[N:8]1[CH2:9][CH2:10][N:11]([CH2:14][c:15]2[cH:16][c:17]([B:21]([OH:22])[OH:23])[cH:18][cH:19][cH:20]2)[CH2:12][CH2:13]1.[K+:37].[K+:38].[O:40]1[CH2:41][CH2:42][O:43][CH2:44][CH2:45]1.[OH2:39].[OH2:46]>>[CH3:1][C:2]([CH3:3])([CH3:4])[O:5][C:6](=[O:7])[N:8]1[CH2:9][CH2:10][N:11]([CH2:14][c:15]2[cH:16][c:17](-[c:25]3[cH:26][c:27]([C:28]#[N:29])[cH:30][cH:31][cH:32]3)[cH:18][cH:19][cH:20]2)[CH2:12][CH2:13]1. Reactants: COC(=S)c1cc(Br)c(C)s1, O=C([O-])[O-], Cc1ccccc1, Nc1ccc(C2CCCCC2)cc1, [Cs+], [Cs+], CC(=O)[O-], CC(=O)[O-], [Pd+2]. The product is COC(=S)c1cc(Nc2ccc(C3CCCCC3)cc2)c(C)s1. Reaction SMILES: [Br:1][c:2]1[cH:3][c:4]([C:8](=[S:9])[O:10][CH3:11])[s:5][c:6]1[CH3:7].[C:12](=[O:13])([O-:14])[O-:15].[CH3:40][c:41]1[cH:42][cH:43][cH:44][cH:45][cH:46]1.[CH:18]1([c:24]2[cH:25][cH:26][c:27]([NH2:28])[cH:29][cH:30]2)[CH2:19][CH2:20][CH2:21][CH2:22][CH2:23]1.[Cs+:16].[Cs+:17].[O-:32][C:33]([CH3:34])=[O:35].[O-:36][C:37]([CH3:38])=[O:39].[Pd+2:31]>>[c:2]1([NH:28][c:27]2[cH:26][cH:25][c:24]([CH:18]3[CH2:19][CH2:20][CH2:21][CH2:22][CH2:23]3)[cH:30][cH:29]2)[cH:3][c:4]([C:8](=[S:9])[O:10][CH3:11])[s:5][c:6]1[CH3:7]. The reactants are Cc1cccc(-c2nc(COC3CCCC(CC=C4SC(=O)NC4=O)C3)c(C)o2)c1, CCOC(C)=O, [H][H]. The product is Cc1cccc(-c2nc(COC3CCCC(CCC4SC(=O)NC4=O)C3)c(C)o2)c1. Reaction SMILES: [CH3:1][c:2]1[c:3]([CH2:14][O:15][CH:16]2[CH2:17][CH:18]([CH2:22][CH:23]=[C:24]3[C:25](=[O:30])[NH:26][C:27](=[O:29])[S:28]3)[CH2:19][CH2:20][CH2:21]2)[n:4][c:5](-[c:7]2[cH:8][c:9]([CH3:13])[cH:10][cH:11][cH:12]2)[o:6]1.[CH3:33][CH2:34][O:35][C:36](=[O:37])[CH3:38].[H:31][H:32]>>[CH3:1][c:2]1[c:3]([CH2:14][O:15][CH:16]2[CH2:17][CH:18]([CH2:22][CH2:23][CH:24]3[C:25](=[O:30])[NH:26][C:27](=[O:29])[S:28]3)[CH2:19][CH2:20][CH2:21]2)[n:4][c:5](-[c:7]2[cH:8][c:9]([CH3:13])[cH:10][cH:11][cH:12]2)[o:6]1. Reactants: CC(=O)OC1CN(C(=O)OC(C)(C)C)CC1N=[N+]=[N-], [Li+], [OH-]. Yields the product CC(C)(C)OC(=O)N1CC(O)C(N=[N+]=[N-])C1. Reaction SMILES: [C:1](=[O:2])([O:3][C:4]([CH3:5])([CH3:6])[CH3:7])[N:8]1[CH2:9][CH:10]([N:17]=[N+:18]=[N-:19])[CH:11]([O:13][C:14](=[O:15])[CH3:16])[CH2:12]1.[Li+:21].[OH-:20]>>[C:1](=[O:2])([O:3][C:4]([CH3:5])([CH3:6])[CH3:7])[N:8]1[CH2:9][CH:10]([N:17]=[N+:18]=[N-:19])[CH:11]([OH:13])[CH2:12]1.